This data is from the Open Reaction Database (ORD), a public repository of structured organic reaction records. The task is: describe an organic reaction: reactants, conditions, products, and yield The reactants are CCO, [Cl-], CN(C)Cc1cc([N+](=O)[O-])ccc1F, [Fe], [NH4+]. Product: CN(C)Cc1cc(N)ccc1F. Reaction SMILES: [CH3:17][CH2:18][OH:19].[Cl-:1].[F:3][c:4]1[c:5]([CH2:13][N:14]([CH3:15])[CH3:16])[cH:6][c:7]([N+:10]([O-:11])=[O:12])[cH:8][cH:9]1.[Fe:20].[NH4+:2]>>[F:3][c:4]1[c:5]([CH2:13][N:14]([CH3:15])[CH3:16])[cH:6][c:7]([NH2:10])[cH:8][cH:9]1. Starting materials: C(C(C)C)(=O)NC=1NC(C=2N=CN([C@H]3C[C@H](OC(C4=CC=C(C=C4)OC)(C4=CC=C(C=C4)OC)C4=CC=CC=C4)[C@@H](CO[Si](C)(C)C(C)(C)C)O3)C2N1)=O (N2-isobutyryl-5′-O-(tert-butyldimethylsilyl)-3′-O-(4,4′-dimethoxytrityl)-2′-deoxyguanosine), [F-].C(CCC)[N+](CCCC)(CCCC)CCCC (tetrabutylammonium fluoride), resultant solution. The solvent is C1CCOC1 (THF), C1CCOC1 (THF), C1CCOC1 (THF). Reaction conditions: time 8 hour. Yields the product C(C(C)C)(=O)NC=1NC(C=2N=CN([C@H]3C[C@H](OC(C4=CC=C(C=C4)OC)(C4=CC=C(C=C4)OC)C4=CC=CC=C4)[C@@H](CO)O3)C2N1)=O (N2-isobutyryl-3′-O-(4,4′-dimethoxytrityl)-2′-deoxyguanosine). The yield is 60.8%. Reaction SMILES: [C:1]([NH:6][C:7]1[NH:8][C:9](=[O:54])[C:10]2[N:11]=[CH:12][N:13]([C:52]=2[N:53]=1)[C@@H:14]1[O:51][C@H:41]([CH2:42][O:43][Si](C(C)(C)C)(C)C)[C@@H:16]([O:17][C:18]([C:35]2[CH:40]=[CH:39][CH:38]=[CH:37][CH:36]=2)([C:27]2[CH:32]=[CH:31][C:30]([O:33][CH3:34])=[CH:29][CH:28]=2)[C:19]2[CH:24]=[CH:23][C:22]([O:25][CH3:26])=[CH:21][CH:20]=2)[CH2:15]1)(=[O:5])[CH:2]([CH3:4])[CH3:3].[F-].C([N+](CCCC)(CCCC)CCCC)CCC>C1COCC1>[C:1]([NH:6][C:7]1[NH:8][C:9](=[O:54])[C:10]2[N:11]=[CH:12][N:13]([C:52]=2[N:53]=1)[C@@H:14]1[O:51][C@H:41]([CH2:42][OH:43])[C@@H:16]([O:17][C:18]([C:35]2[CH:40]=[CH:39][CH:38]=[CH:37][CH:36]=2)([C:27]2[CH:32]=[CH:31][C:30]([O:33][CH3:34])=[CH:29][CH:28]=2)[C:19]2[CH:20]=[CH:21][C:22]([O:25][CH3:26])=[CH:23][CH:24]=2)[CH2:15]1)(=[O:5])[CH:2]([CH3:4])[CH3:3] |f:1.2|. Procedure details: N2-isobutyryl-5′-O-(tert-butyldimethylsilyl)-3′-O-(4,4′-dimethoxytrityl)-2′-deoxyguanosine (25 g) was dissolved in 200 ml of dry THF. A THF solution (40 ml) of tetrabutylammonium fluoride was added to the resultant solution and 100 ml of dry THF was further added, followed by stirring at room temperature. After 8 hours, extraction using chloroform was carried out, and the extract was washed by a saturated solution of sodium chloride and dried with anhydrous magnesium sulfate. The extract was the... The reactants are C(C)(=O)OC(C)=O (acetic anhydride), NC1=CC(=NC=C1)C(=O)OC (methyl 4-amino-2-pyridinecarboxylate). Run in C(=O)O (formic acid). Reaction conditions: temperature 50 celsius, time 30 minute. Yields the product C(=O)NC1=CC(=NC=C1)C(=O)OC (methyl 4-formamido-2-pyridinecarboxylate). Yield: 63.7%. RXN SMILES: [C:1](OC(=O)C)(=[O:3])C.[NH2:8][C:9]1[CH:14]=[CH:13][N:12]=[C:11]([C:15]([O:17][CH3:18])=[O:16])[CH:10]=1>C(O)=O>[CH:1]([NH:8][C:9]1[CH:14]=[CH:13][N:12]=[C:11]([C:15]([O:17][CH3:18])=[O:16])[CH:10]=1)=[O:3]. Procedure: A mixture of formic acid (20 g.) and acetic anhydride (41.3 g.) was stirred for 30 minutes at 50° C. and thereto was added methyl 4-amino-2-pyridinecarboxylate (11 g.) at ambient temperature, and then the mixture was stirred for 2 hours at 70°-75° C. After the removal of the solvent from the reaction mixture, the residue was recrystallized from ethanol (160 ml.) to give a pale yellow powder of methyl 4-formamido-2-pyridinecarboxylate (8.3 g.), mp. 185° to 186.5° C.